Dataset: the Open Reaction Database (ORD), a public repository of structured organic reaction records. Task: describe an organic reaction: reactants, conditions, products, and yield The product is C1(=CC=C(C=C1)S(=O)(=O)NC=1SC=C(N1)C1=CC=C(C=C1)NC(C)=O)C1=CC=CC=C1 (N-(4-{2-[([1,1′-biphenyl]-4-ylsulfonyl)amino]-1,3-thiazol-4-yl}phenyl)acetamide), solid. RXN SMILES: [NH2:1][C:2]1[S:3][CH:4]=[C:5]([C:7]2[CH:12]=[CH:11][C:10]([NH:13][C:14](=[O:16])[CH3:15])=[CH:9][CH:8]=2)[N:6]=1.[C:17]1([C:23]2[CH:28]=[CH:27][C:26]([S:29](Cl)(=[O:31])=[O:30])=[CH:25][CH:24]=2)[CH:22]=[CH:21][CH:20]=[CH:19][CH:18]=1>>[C:23]1([C:17]2[CH:22]=[CH:21][CH:20]=[CH:19][CH:18]=2)[CH:28]=[CH:27][C:26]([S:29]([NH:1][C:2]2[S:3][CH:4]=[C:5]([C:7]3[CH:8]=[CH:9][C:10]([NH:13][C:14](=[O:16])[CH3:15])=[CH:11][CH:12]=3)[N:6]=2)(=[O:31])=[O:30])=[CH:25][CH:24]=1. Reported procedure: The title compound was prepared N-[4-(2-amino-1,3 -thiazol-4-yl)phenyl]acetamide and 4-phenylbenzenesulfonyl chloride as described in the synthetic METHOD B to give a white-yellow solid (8.6 mg) with purity >80%. MS (pos) m/z 450.3. Starting materials: NC=1SC=C(N1)C1=CC=C(C=C1)NC(C)=O (N-[4-(2-amino-1,3 -thiazol-4-yl)phenyl]acetamide), C1(=CC=CC=C1)C1=CC=C(C=C1)S(=O)(=O)Cl (4-phenylbenzenesulfonyl chloride). The reactants are CC[O-], CCO, CC(C)(C)OC(=O)NCCn1c(S(C)(=O)=O)nc2cnc3cccnc3c21, [Na+]. Yields the product c1cnc2c(c1)ncc1nc3n(c12)CCN3. Reaction SMILES: [CH3:2][CH2:3][O-:4].[CH3:32][CH2:33][OH:34].[CH3:5][S:6]([c:9]1[n:10]([CH2:22][CH2:23][NH:24][C:7](=[O:8])[O:25][C:26]([CH3:27])([CH3:28])[CH3:29])[c:11]2[c:12]([cH:13][n:14][c:15]3[cH:16][cH:17][cH:18][n:19][c:20]23)[n:21]1)(=[O:30])=[O:31].[Na+:1]>>[c:9]12[n:10]([c:11]3[c:12]([cH:13][n:14][c:15]4[cH:16][cH:17][cH:18][n:19][c:20]34)[n:21]1)[CH2:22][CH2:23][NH:24]2. Reported procedure: To a solution of N-(3-nitrophenyl)piperidine (12 g) in methanol (50 ml) was added conc. hydrochloric acid (12 ml) and, by using 10% palladium/carbon as a catalyst, catalytic reduction was conducted at normal temperature under normal pressure. After completion of the reaction, the catalyst was removed and the solvent was distilled off. Ethyl ether was added to the residue and the mixture was filtered off to obtain N-(3-aminophenyl)piperidine dihydrochloride (13.2 g) as a colorless solid. The solvent is CO (methanol). Reactants: [N+](=O)([O-])C=1C=C(C=CC1)N1CCCCC1 (N-(3-nitrophenyl)piperidine), Cl (hydrochloric acid). The reagents and catalysts are [Pd] (palladium/carbon). The product is Cl.Cl.NC=1C=C(C=CC1)N1CCCCC1 (N-(3-aminophenyl)piperidine dihydrochloride). Reaction SMILES: [N+:1]([C:4]1[CH:5]=[C:6]([N:10]2[CH2:15][CH2:14][CH2:13][CH2:12][CH2:11]2)[CH:7]=[CH:8][CH:9]=1)([O-])=O.[ClH:16]>CO.[Pd]>[ClH:16].[ClH:16].[NH2:1][C:4]1[CH:5]=[C:6]([N:10]2[CH2:15][CH2:14][CH2:13][CH2:12][CH2:11]2)[CH:7]=[CH:8][CH:9]=1 |f:4.5.6|. Reactants: Clc1cccc(I)c1Cl, CC(C)C(=O)Nc1cccc(C2CCN(Cc3cccc4cc[nH]c34)CC2)c1. The product is CC(C)C(=O)Nc1cccc(C2CCN(Cc3cccc4ccn(-c5cccc(Cl)c5Cl)c34)CC2)c1. Reaction SMILES: [Cl:1][c:2]1[c:3]([Cl:9])[c:4]([I:8])[cH:5][cH:6][cH:7]1.[nH:10]1[cH:11][cH:12][c:13]2[cH:14][cH:15][cH:16][c:17]([CH2:19][N:20]3[CH2:21][CH2:22][CH:23]([c:26]4[cH:27][c:28]([NH:32][C:33]([CH:34]([CH3:35])[CH3:36])=[O:37])[cH:29][cH:30][cH:31]4)[CH2:24][CH2:25]3)[c:18]12>>[Cl:1][c:2]1[c:3]([Cl:9])[c:4](-[n:10]2[cH:11][cH:12][c:13]3[cH:14][cH:15][cH:16][c:17]([CH2:19][N:20]4[CH2:21][CH2:22][CH:23]([c:26]5[cH:27][c:28]([NH:32][C:33]([CH:34]([CH3:35])[CH3:36])=[O:37])[cH:29][cH:30][cH:31]5)[CH2:24][CH2:25]4)[c:18]23)[cH:5][cH:6][cH:7]1. The reactants are C(=O)(OC)C1=CC=C(C(=O)N)C=C1 (p-carbomethoxybenzamide), BrC(C(=O)C1=CC=C(C=C1)C(=O)OC)C (α-bromo-p-carbomethoxypropiophenone), P(=O)(Cl)(Cl)Cl (phosphorus oxychloride). Run in C1(=CC=CC=C1)C (toluene). Product: COC(C1=CC=C(C=C1)C=1OC(=C(N1)C)C1=CC=C(C(=O)OC)C=C1)=O (dimethyl-4,4'-(4-methyloxazol-2,5-diyl)dibenzoate). Reaction SMILES: [C:1]([C:5]1[CH:13]=[CH:12][C:8]([C:9]([NH2:11])=[O:10])=[CH:7][CH:6]=1)([O:3][CH3:4])=[O:2].Br[CH:15]([CH3:28])[C:16]([C:18]1[CH:23]=[CH:22][C:21]([C:24]([O:26][CH3:27])=[O:25])=[CH:20][CH:19]=1)=O.P(Cl)(Cl)(Cl)=O>C1(C)C=CC=CC=1>[CH3:4][O:3][C:1](=[O:2])[C:5]1[CH:13]=[CH:12][C:8]([C:9]2[O:10][C:16]([C:18]3[CH:23]=[CH:22][C:21]([C:24]([O:26][CH3:27])=[O:25])=[CH:20][CH:19]=3)=[C:15]([CH3:28])[N:11]=2)=[CH:7][CH:6]=1. Reported procedure: α-(p-Carbomethylbenzamido)-p-carbomethoxypropiophenone, obtained by reacting p-carbomethoxybenzamide with α-bromo-p-carbomethoxypropiophenone, was refluxed with phosphorus oxychloride in toluene to yield dimethyl-4,4'-(4-methyloxazol-2,5-diyl)dibenzoate, G. The VIII was obtained in a similar manner as in Example 1. The reactants are O=C(Cl)c1ccccc1, CN(C)c1ccncc1, CCOC(C)=O, CCN(C(C)C)C(C)C, ClCCl, CC[Si](CC)(CC)OC1C(=O)NC1c1ccccc1. Yields the product CC[Si](CC)(CC)OC1C(=O)N(C(=O)c2ccccc2)C1c1ccccc1. RXN SMILES: [C:29]([c:30]1[cH:31][cH:32][cH:33][cH:34][cH:35]1)(=[O:36])[Cl:37].[CH3:41][N:42]([CH3:43])[c:44]1[cH:45][cH:46][n:47][cH:48][cH:49]1.[CH3:50][CH2:51][O:52][C:53](=[O:54])[CH3:55].[CH:20]([N:21]([CH2:22][CH3:23])[CH:24]([CH3:25])[CH3:26])([CH3:27])[CH3:28].[Cl:38][CH2:39][Cl:40].[c:1]1([CH:7]2[CH:8]([O:12][Si:13]([CH2:14][CH3:15])([CH2:16][CH3:17])[CH2:18][CH3:19])[C:9](=[O:11])[NH:10]2)[cH:2][cH:3][cH:4][cH:5][cH:6]1>>[c:1]1([CH:7]2[CH:8]([O:12][Si:13]([CH2:14][CH3:15])([CH2:16][CH3:17])[CH2:18][CH3:19])[C:9](=[O:11])[N:10]2[C:29]([c:30]2[cH:31][cH:32][cH:33][cH:34][cH:35]2)=[O:36])[cH:2][cH:3][cH:4][cH:5][cH:6]1. Starting materials: [OH-].[Na+] (sodium hydroxide), C1=C(C=CC=2OCC3=C(CC21)C=CC=C3)C(=O)OC (Methyl 6,11-dihydrodibenz[b,e]oxepin-2-carboxylate), Cl (hydrochloric acid). Run in O (water), C(C)O (ethanol). The product is C1=C(C=CC=2OCC3=C(CC21)C=CC=C3)C(=O)O (6,11-Dihydrodibenz[b,e]oxepin-2-carboxylic Acid). Reaction SMILES: [CH:1]1[C:11]2[CH2:10][C:9]3[CH:12]=[CH:13][CH:14]=[CH:15][C:8]=3[CH2:7][O:6][C:5]=2[CH:4]=[CH:3][C:2]=1[C:16]([O:18]C)=[O:17].[OH-].[Na+].Cl>C(O)C.O>[CH:1]1[C:11]2[CH2:10][C:9]3[CH:12]=[CH:13][CH:14]=[CH:15][C:8]=3[CH2:7][O:6][C:5]=2[CH:4]=[CH:3][C:2]=1[C:16]([OH:18])=[O:17] |f:1.2|. Reported procedure: Dissolve 1.4 gm of the ester of Step A in 15 ml of ethanol and add 15 ml of 20% aqueous sodium hydroxide. Warm gently on a steam bath until complete solution is obtained. Strip to dryness and dissolve in water. Acidify with concentrated hydrochloric acid and separate the precipitate by filtration. Crystallize from methanol to obtain the title product (m.p. 240°-244° C.)